Dataset: the Open Reaction Database (ORD), a public repository of structured organic reaction records. Task: describe an organic reaction: reactants, conditions, products, and yield Reactants: C(C)(C)(C)C1=CC(=C(C=N1)C=1N([C@]([C@](N1)(C)C1=CC=C(C=C1)Cl)(C)C1=CC=C(C=C1)Cl)C(=O)N1CCC(CC1)=O)OCC (1-[(4S,5R)-2-(6-tert-butyl-4-ethoxy-pyridin-3-yl)-4,5-bis-(4-chloro-phenyl)-4,5-dimethyl-4,5-dihydro-imidazole-1-carbonyl]-piperidin-4-one), Cl.NCCS(=O)(=O)C (2-aminoethyl methylsulfone hydrochloride), C(C)(=O)[O-].[Na+] (sodium acetate), C(C)(=O)O[BH-](OC(C)=O)OC(C)=O.[Na+] (sodium triacetoxyborohydride), C([O-])(O)=O.[Na+] (sodium bicarbonate). The solvent is ClCCl (dichloromethane). Conditions: time 1 hour. Yields the product C(C)(C)(C)C1=CC(=C(C=N1)C=1N([C@]([C@](N1)(C)C1=CC=C(C=C1)Cl)(C)C1=CC=C(C=C1)Cl)C(=O)N1CCC(CC1)NCCS(=O)(=O)C)OCC ([(4S,5R)-2-(6-tert-Butyl-4-ethoxy-pyridin-3-yl)-4,5-bis-(4-chloro-phenyl)-4,5-dimethyl-4,5-dihydro-imidazol-1-yl]-[4-(2-methanesulfonyl-ethylamino)-piperidin-1-yl]-methanone). Yield: 74.8%. As a reaction SMILES: [C:1]([C:5]1[N:10]=[CH:9][C:8]([C:11]2[N:12]([C:32]([N:34]3[CH2:39][CH2:38][C:37](=O)[CH2:36][CH2:35]3)=[O:33])[C@@:13]([C:25]3[CH:30]=[CH:29][C:28]([Cl:31])=[CH:27][CH:26]=3)([CH3:24])[C@@:14]([C:17]3[CH:22]=[CH:21][C:20]([Cl:23])=[CH:19][CH:18]=3)([CH3:16])[N:15]=2)=[C:7]([O:41][CH2:42][CH3:43])[CH:6]=1)([CH3:4])([CH3:3])[CH3:2].Cl.[NH2:45][CH2:46][CH2:47][S:48]([CH3:51])(=[O:50])=[O:49].C([O-])(=O)C.[Na+].C(O[BH-](OC(=O)C)OC(=O)C)(=O)C.[Na+].C(=O)(O)[O-].[Na+]>ClCCl>[C:1]([C:5]1[N:10]=[CH:9][C:8]([C:11]2[N:12]([C:32]([N:34]3[CH2:39][CH2:38][CH:37]([NH:45][CH2:46][CH2:47][S:48]([CH3:51])(=[O:50])=[O:49])[CH2:36][CH2:35]3)=[O:33])[C@@:13]([C:25]3[CH:30]=[CH:29][C:28]([Cl:31])=[CH:27][CH:26]=3)([CH3:24])[C@@:14]([C:17]3[CH:22]=[CH:21][C:20]([Cl:23])=[CH:19][CH:18]=3)([CH3:16])[N:15]=2)=[C:7]([O:41][CH2:42][CH3:43])[CH:6]=1)([CH3:2])([CH3:3])[CH3:4] |f:1.2,3.4,5.6,7.8|. Procedure details: To a solution of 1-[(4S,5R)-2-(6-tert-butyl-4-ethoxy-pyridin-3-yl)-4,5-bis-(4-chloro-phenyl)-4,5-dimethyl-4,5-dihydro-imidazole-1-carbonyl]-piperidin-4-one (64.6 mg, 0.104 mmole, example 209) and 2-aminoethyl methylsulfone hydrochloride (17.9 mg, 0.112 mmole, Array) in dichloromethane (3 mL) were added sodium acetate (21.1 mg, 0.257 mmole) and sodium triacetoxyborohydride (40.1 mg, 0.189 mmole). The mixture was stirred at room temperature overnight before saturated solution of sodium bicarbonate... The reactants are COC(=O)NC(C)Cc1ccc(Br)cc1, CC(=O)O, O=S(=O)(O)O. Product: COC(=O)N1Cc2cc(Br)ccc2CC1C. RXN SMILES: [Br:1][c:2]1[cH:3][cH:4][c:5]([CH2:8][CH:9]([CH3:10])[NH:11][C:12]([O:13][CH3:14])=[O:15])[cH:6][cH:7]1.[CH3:21][C:22](=[O:23])[OH:24].[S:16](=[O:17])(=[O:18])([OH:19])[OH:20]>>[Br:1][c:2]1[cH:3][c:4]2[c:5]([cH:6][cH:7]1)[CH2:8][CH:9]([CH3:10])[N:11]([C:12]([O:13][CH3:14])=[O:15])[CH2:21]2. Reactants: C(C)(C)(C)OC(=O)NC1=CC=C(C=C1)SC1=C(C=C(C(=O)O)C=C1)NC=1C2=C(N=CN1)N=C(C=C2)C(C)C (4-(4-tert-Butoxycarbonylamino-phenylsulfanyl)-3-(7-isopropyl-pyrido[2,3-d]pyrimidin-4-ylamino)-benzoic acid), N[C@@H](CCO)C1=CC=CC=C1 ((S)-3-amino-3-phenylpropan-1-ol). Yields the product C(C)(C)(C)OC(NC1=CC=C(C=C1)SC1=C(C=C(C=C1)C(N[C@@H](CCO)C1=CC=CC=C1)=O)NC=1C2=C(N=CN1)N=C(C=C2)C(C)C)=O ((S)-{4-[4-(3-Hydroxy-1-phenyl-propylcarbamoyl)-2-(7-isopropyl-pyrido[2,3-d]pyrimidin-4-ylamino)-phenylsulfanyl]-phenyl}-carbamic acid tert-butyl ester). Isolated yield 81.0%. RXN SMILES: [C:1]([O:5][C:6]([NH:8][C:9]1[CH:14]=[CH:13][C:12]([S:15][C:16]2[CH:24]=[CH:23][C:19]([C:20]([OH:22])=O)=[CH:18][C:17]=2[NH:25][C:26]2[C:27]3[CH:35]=[CH:34][C:33]([CH:36]([CH3:38])[CH3:37])=[N:32][C:28]=3[N:29]=[CH:30][N:31]=2)=[CH:11][CH:10]=1)=[O:7])([CH3:4])([CH3:3])[CH3:2].[NH2:39][C@H:40]([C:44]1[CH:49]=[CH:48][CH:47]=[CH:46][CH:45]=1)[CH2:41][CH2:42][OH:43]>>[C:1]([O:5][C:6](=[O:7])[NH:8][C:9]1[CH:10]=[CH:11][C:12]([S:15][C:16]2[CH:24]=[CH:23][C:19]([C:20](=[O:22])[NH:39][C@H:40]([C:44]3[CH:49]=[CH:48][CH:47]=[CH:46][CH:45]=3)[CH2:41][CH2:42][OH:43])=[CH:18][C:17]=2[NH:25][C:26]2[C:27]3[CH:35]=[CH:34][C:33]([CH:36]([CH3:37])[CH3:38])=[N:32][C:28]=3[N:29]=[CH:30][N:31]=2)=[CH:13][CH:14]=1)([CH3:2])([CH3:4])[CH3:3]. Procedure: According to the procedure in Example 385F, the title compound was prepared using 4-(4-tert-butoxycarbonylamino-phenylsulfanyl)-3-(7-isopropyl-pyrido[2,3-d]pyrimidin-4-ylamino)-benzoic acid (prepared in Example 385E) and (S)-3-amino-3-phenylpropan-1-ol: yield 81%. The reactants are C(C)(C)(C)NC(=S)N[C@@H](CO)CC1=CC=CC=C1 (N-(tert-butyl)-N′-[(1R)-2-hydroxy-1-(phenylmethyl)ethyl]thiourea), Cl (hydrochloric acid). Run in C(C)OCC (diethyl ether). Run at temperature 0 celsius, time 30 minute. Product: Cl.C1(=CC=CC=C1)C[C@H]1N=C(SC1)N ((+)-(4R)-4-phenylmethyl-4,5-dihydro-1,3-thiazol-2-ylamine hydrochloride). RXN SMILES: C([NH:5][C:6]([NH:8][C@H:9]([CH2:12][C:13]1[CH:18]=[CH:17][CH:16]=[CH:15][CH:14]=1)[CH2:10]O)=[S:7])(C)(C)C.[ClH:19]>C(OCC)C>[ClH:19].[C:13]1([CH2:12][C@@H:9]2[CH2:10][S:7][C:6]([NH2:5])=[N:8]2)[CH:18]=[CH:17][CH:16]=[CH:15][CH:14]=1 |f:3.4|. Procedure details: The process is performed as in Example 2, starting with 2 g of N-(tert-butyl)-N′-[(1R)-2-hydroxy-1-(phenylmethyl)ethyl]thiourea and 20 cm3 of aqueous 6N hydrochloric acid. The reaction lasts 1 h 30 min. After cooling the reaction mass to a temperature in the region of 0° C., the solution is concentrated under reduced pressure (5 kPa) at a temperature in the region of 40° C. Crystallization of the oil obtained is initiated by addition of diethyl ether. The resulting precipitate is spin-filtered, ... The reactants are COC1=C(C=CC=C1)S (2-methoxy-thiophenol), CC(C)([O-])C.[K+] (potassium t-butoxide), C(C1=CC=CC=C1)Cl (benzyl chloride). Solvent: O1CCCC1 (tetrahydrofuran), O1CCCC1 (tetrahydrofuran), O1CCCC1 (tetrahydrofuran). The product is C(C1=CC=CC=C1)SC1=C(C=CC=C1)OC (2-(Benzylthio)anisole). As a reaction SMILES: [CH3:1][O:2][C:3]1[CH:8]=[CH:7][CH:6]=[CH:5][C:4]=1[SH:9].CC(C)([O-])C.[K+].[CH2:16](Cl)[C:17]1[CH:22]=[CH:21][CH:20]=[CH:19][CH:18]=1>O1CCCC1>[CH2:16]([S:9][C:4]1[CH:5]=[CH:6][CH:7]=[CH:8][C:3]=1[O:2][CH3:1])[C:17]1[CH:22]=[CH:21][CH:20]=[CH:19][CH:18]=1 |f:1.2|. Procedure: A solution of 25.0 g (178 mmol) of 2-methoxy-thiophenol in 50 mL of dry tetrahydrofuran was added dropwise to a mixture of 22.0 g (196 mmol) of potassium t-butoxide and 100 mL of tetrahydrofuran at 0° C. with stirring. A solution of 25 mL (214 mmol) of benzyl chloride in 50 mL of tetrahydrofuran was added to this with stirring and cooling and the mixture was then allowed to warm to ambient temperature and was stirred for 18 hours. The resulting mixture was concentrated by evaporation under reduc... Reactants: C1N(CCC2=CC=CC=C12)C(CNCC(C)C)=O (1-(3,4-dihydro-1H-isoquinolin-2-yl)-2-isobutylamino-ethanone), BrCC(=O)Br (bromoacetyl bromide). Solvent: C1CCOC1 (THF), C1CCOC1 (THF). Conditions: time 3 hour. Product: BrCC(=O)N(CC(C)C)CC(=O)N1CC2=CC=CC=C2CC1 (2-bromo-N-[2-(3,4-dihydro-1H-isoquinolin-2-yl)-2-oxo-ethyl]-N-isobutyl-acetamide). The yield is 51.4%. Reaction SMILES: [CH2:1]1[C:10]2[C:5](=[CH:6][CH:7]=[CH:8][CH:9]=2)[CH2:4][CH2:3][N:2]1[C:11](=[O:18])[CH2:12][NH:13][CH2:14][CH:15]([CH3:17])[CH3:16].[Br:19][CH2:20][C:21](Br)=[O:22]>C1COCC1>[Br:19][CH2:20][C:21]([N:13]([CH2:12][C:11]([N:2]1[CH2:3][CH2:4][C:5]2[C:10](=[CH:9][CH:8]=[CH:7][CH:6]=2)[CH2:1]1)=[O:18])[CH2:14][CH:15]([CH3:16])[CH3:17])=[O:22]. Procedure details: To a stirred solution of 1-(3,4-dihydro-1H-isoquinolin-2-yl)-2-isobutylamino-ethanone (0.45 g, 1.8 mmol) in THF (4.0 mL), a solution of bromoacetyl bromide (0.32 mL, 3.6 mmol) in 4.0 mL THF was added dropwise at −78° C., under argon. After 3 h (the temperature gradually rose to 10° C.) the reaction was concentrated and the remaining residue was diluted with methylene chloride and saturated NaHCO3. The layers were separated and the organic phase was washed with brine and then dried (MgSO4). Filtr... The reactants are CC=Cc1ccc(-c2ccc(OCC)c(F)c2F)[se]1, CCOC(C)=O. The product is CCCc1ccc(-c2ccc(OCC)c(F)c2F)[se]1. Reaction SMILES: [CH2:1]([CH3:2])[O:3][c:4]1[c:5]([F:19])[c:6]([F:18])[c:7](-[c:10]2[se:11][c:12]([CH:15]=[CH:16][CH3:17])[cH:13][cH:14]2)[cH:8][cH:9]1.[CH3:20][CH2:21][O:22][C:23](=[O:24])[CH3:25]>>[CH2:1]([CH3:2])[O:3][c:4]1[c:5]([F:19])[c:6]([F:18])[c:7](-[c:10]2[se:11][c:12]([CH2:15][CH2:16][CH3:17])[cH:13][cH:14]2)[cH:8][cH:9]1. Starting materials: C(CCC)OC1=C(N(C(C2=CC=C(C=C12)C=1SC(=C(N1)C)C(=O)O)=O)CC(C)C)CNC(=O)OC(C)(C)C (2-(4-Butoxy-3-{[(tert-butoxycarbonyl)amino]methyl}-2-isobutyl-1-oxo-1,2-dihydro-6-isoquinolinyl)-4-methyl-1,3-thiazole-5-carboxylic acid), Cl (hydrogen chloride). Solvent: C(C)(=O)OCC (ethyl acetate). Run at time 1 hour. Yields the product Cl.NCC=1N(C(C2=CC=C(C=C2C1OCCCC)C=1SC(=C(N1)C)C(=O)O)=O)CC(C)C (2-[3-(aminomethyl)-4-butoxy-2-isobutyl-1-oxo-1,2-dihydro-6-isoquinolinyl]-4-methyl-1,3-thiazole-5-carboxylic acid hydrochloride). Yield: 92.9%. As a reaction SMILES: [CH2:1]([O:5][C:6]1[C:15]2[C:10](=[CH:11][CH:12]=[C:13]([C:16]3[S:17][C:18]([C:22]([OH:24])=[O:23])=[C:19]([CH3:21])[N:20]=3)[CH:14]=2)[C:9](=[O:25])[N:8]([CH2:26][CH:27]([CH3:29])[CH3:28])[C:7]=1[CH2:30][NH:31]C(OC(C)(C)C)=O)[CH2:2][CH2:3][CH3:4].[ClH:39]>C(OCC)(=O)C>[ClH:39].[NH2:31][CH2:30][C:7]1[N:8]([CH2:26][CH:27]([CH3:28])[CH3:29])[C:9](=[O:25])[C:10]2[C:15]([C:6]=1[O:5][CH2:1][CH2:2][CH2:3][CH3:4])=[CH:14][C:13]([C:16]1[S:17][C:18]([C:22]([OH:24])=[O:23])=[C:19]([CH3:21])[N:20]=1)=[CH:12][CH:11]=2 |f:3.4|. Procedure details: 2-(4-Butoxy-3-{[(tert-butoxycarbonyl)amino]methyl}-2-isobutyl-1-oxo-1,2-dihydro-6-isoquinolinyl)-4-methyl-1,3-thiazole-5-carboxylic acid (0.16 g, 0.3 mmol) was dissolved in a solution of 4N hydrogen chloride in ethyl acetate (5 ml). The solution was stirred at room temperature for 1 h. The reaction mixture was concentrated under reduced pressure, and the residue was crystallized from ethyl acetate to give 2-[3-(aminomethyl)-4-butoxy-2-isobutyl-1-oxo-1,2-dihydro-6-isoquinolinyl]-4-methyl-1,3-thia...